This data is from the Open Reaction Database (ORD), a public repository of structured organic reaction records. The task is: describe an organic reaction: reactants, conditions, products, and yield Reactants: CC1(CCSC2=CC=C(C=C12)C(=O)OC1=CC=C(C(=O)OCC2=CC=CC=C2)C=C1)C (benzyl 4-(4,4-dimethyl-6-thiochromanoyloxy)benzoate), solution, B(Br)(Br)Br (boron tribromide). Solvent: C(Cl)Cl (methylene chloride), C(Cl)Cl (methylene chloride). Reaction conditions: temperature -10 celsius, time 2 hour. The product is CC1(CCSC2=CC=C(C=C12)C(=O)OC1=C(C(=O)O)C=CC=C1)C ((4,4-dimethyl-6-thiochromanoyloxy)benzoic acid). Reaction SMILES: [CH3:1][C:2]1([CH3:31])[C:11]2[C:6](=[CH:7][CH:8]=[C:9]([C:12]([O:14]C3C=CC(C(OCC4C=CC=CC=4)=O)=CC=3)=[O:13])[CH:10]=2)[S:5][CH2:4][CH2:3]1.B(Br)(Br)Br>C(Cl)Cl>[CH3:1][C:2]1([CH3:31])[C:11]2[C:6](=[CH:7][CH:8]=[C:9]([C:12]([O:14][C:8]3[CH:7]=[CH:6][CH:11]=[CH:10][C:9]=3[C:12]([OH:14])=[O:13])=[O:13])[CH:10]=2)[S:5][CH2:4][CH2:3]1. Procedure: To a stirred solution of 580 mg (1.34) of benzyl 4-(4,4-dimethyl-6-thiochromanoyloxy)benzoate in 12 ml of methylene chloride at -10° C. under nitrogen was added slowly 1.24 ml of a 1.0M (1.24 mmol) solution of boron tribromide in methylene chloride. The reaction mixture was stirred at -10° C. for a further 2 h and then was quenched by the addition of ice. The organic layer was separated and the aqueous layer extracted with 2×25 ml methylene chloride. The organic extracts were combined and then w... Starting materials: CN1CCN(C(=O)Nc2cc(Br)ccc2N2CCc3cc(Br)ccc32)CC1, O=P(Cl)(Cl)Cl. The product is CN1CCN(C2=Nc3cc(Br)ccc3N3CCc4cc(Br)cc2c43)CC1. RXN SMILES: [Br:1][c:2]1[cH:3][c:4]2[c:8]([cH:9][cH:10]1)[N:7]([c:11]1[c:12]([NH:18][C:19](=[O:20])[N:21]3[CH2:22][CH2:23][N:24]([CH3:27])[CH2:25][CH2:26]3)[cH:13][c:14]([Br:17])[cH:15][cH:16]1)[CH2:6][CH2:5]2.[P:28]([Cl:29])([Cl:30])([Cl:31])=[O:32]>>[Br:1][c:2]1[cH:3][c:4]2[c:8]3[c:9]([cH:10]1)[C:19]([N:21]1[CH2:22][CH2:23][N:24]([CH3:27])[CH2:25][CH2:26]1)=[N:18][c:12]1[c:11]([cH:16][cH:15][c:14]([Br:17])[cH:13]1)[N:7]3[CH2:6][CH2:5]2. Reactants: O (water), C(#N)C1=CC=C(C=C1)C1CCN(CC1)C(=O)C=1C(=CC(=C(C(=O)NN)C1)CC)CC (5-(4-(4-cyanophenyl)piperidine-1-carbonyl)-2,4-diethylbenzohydrazide), C(#N)C1=CC=C(C=C1)C1CCN(CC1)C(=O)C=1C(=CC(=C(C(=O)NN)C1)CC)CC (5-(4-(4-cyanophenyl)piperidine-1-carbonyl)-2,4-diethylbenzohydrazide), C([O-])(O)=O.[Na+] (Sodium bicarbonate), BrC#N (BrCN). Solvent: O1CCOCC1 (dioxane). Conditions: time 5 minute. Product: NC1=NN=C(O1)C=1C(=CC(=C(C(=O)N2CCC(CC2)C2=CC=C(C#N)C=C2)C1)CC)CC (4-(1-(5-(5-Amino-1,3,4-oxadiazol-2-yl)-2,4-diethylbenzoyl)piperidin-4-yl)benzonitrile). The yield is 105.8%. As a reaction SMILES: [C:1]([C:3]1[CH:8]=[CH:7][C:6]([CH:9]2[CH2:14][CH2:13][N:12]([C:15]([C:17]3[C:18]([CH2:29][CH3:30])=[CH:19][C:20]([CH2:27][CH3:28])=[C:21]([CH:26]=3)[C:22]([NH:24][NH2:25])=[O:23])=[O:16])[CH2:11][CH2:10]2)=[CH:5][CH:4]=1)#[N:2].O.C(=O)(O)[O-].[Na+].Br[C:38]#[N:39]>O1CCOCC1>[NH2:39][C:38]1[O:23][C:22]([C:21]2[C:20]([CH2:27][CH3:28])=[CH:19][C:18]([CH2:29][CH3:30])=[C:17]([CH:26]=2)[C:15]([N:12]2[CH2:13][CH2:14][CH:9]([C:6]3[CH:5]=[CH:4][C:3]([C:1]#[N:2])=[CH:8][CH:7]=3)[CH2:10][CH2:11]2)=[O:16])=[N:24][N:25]=1 |f:2.3|. Procedure details: To a round-bottom flask was added a solution of 5-(4-(4-cyanophenyl)piperidine-1-carbonyl)-2,4-diethylbenzohydrazide (compound 204.7, 100 mg, 0.220 mmol, 1.00 equiv, 90%) in a solvent mixture of water (2 mL) and dioxane (3 mL). Sodium bicarbonate (62 mg, 0.740 mmol, 3.00 equiv) was added to the reaction mixture at room temperature, and stirred for 5 minutes. BrCN (75 mg, 0.740 mmol, 3.00 equiv) was then added to the reaction at room temperature. The resulting solution was stirred for 2 h at room... Reactants: NC1=C(C=CC(=C1)Cl)[N+](=O)[O-] (amino-4-chloro-1-nitrobenzene), C1(=CC=CC=C1)S(=O)[O-].[Na+] (sodium benzene-sulfinate), CN(C=O)C (dimethylformamide). Solvent: O (water). The product is NC1=C(C=CC(=C1)S(=O)(=O)C1=CC=CC=C1)[N+](=O)[O-] (2-amino-1-nitro-4-phenylsulfonylbenzene). Reaction SMILES: [NH2:1][C:2]1[CH:7]=[C:6](Cl)[CH:5]=[CH:4][C:3]=1[N+:9]([O-:11])=[O:10].[C:12]1([S:18]([O-:20])=[O:19])[CH:17]=[CH:16][CH:15]=[CH:14][CH:13]=1.[Na+].CN(C)C=O>O>[NH2:1][C:2]1[CH:7]=[C:6]([S:18]([C:12]2[CH:17]=[CH:16][CH:15]=[CH:14][CH:13]=2)(=[O:20])=[O:19])[CH:5]=[CH:4][C:3]=1[N+:9]([O-:11])=[O:10] |f:1.2|. Procedure details: 2.0 g. of 2 amino-4-chloro-1-nitrobenzene and 5.0 g. sodium benzene-sulfinate in 20 ml. dimethylformamide is heated at reflux for 3 hours. The mixture is cooled, diluted with water and the product filtered off to give 2-amino-1-nitro-4-phenylsulfonylbenzene. The reactants are OC(C)C1=NC=CC(=C1)[C@H](CC)NC(=O)C=1C2=C(C=NC1)N(N=C2)C2=CC=C(C=C2)F (1-(4-fluorophenyl)-1H-pyrazolo[3,4-c]pyridine-4-carboxylic acid {(S)-1-[2-(1-hydroxy-ethyl)-pyridin-4-yl]-propyl}-amide). Reagents/catalysts: O=[Mn]=O (MnO2), O=[Mn]=O (MnO2). The solvent is CC(=O)C (acetone), CC(=O)C (acetone). Reaction conditions: time 18 hour. The product is C(C)(=O)C1=NC=CC(=C1)[C@H](CC)NC(=O)C=1C2=C(C=NC1)N(N=C2)C2=CC=C(C=C2)F (1-(4-fluorophenyl)-1H-pyrazolo[3,4-c]pyridine-4-carboxylic acid [(S)-1-(2-acetyl-pyridin-4-yl)-propyl]-amide). Reaction SMILES: [OH:1][CH:2]([C:4]1[CH:9]=[C:8]([C@@H:10]([NH:13][C:14]([C:16]2[C:17]3[CH:24]=[N:23][N:22]([C:25]4[CH:30]=[CH:29][C:28]([F:31])=[CH:27][CH:26]=4)[C:18]=3[CH:19]=[N:20][CH:21]=2)=[O:15])[CH2:11][CH3:12])[CH:7]=[CH:6][N:5]=1)[CH3:3]>CC(C)=O.O=[Mn]=O>[C:2]([C:4]1[CH:9]=[C:8]([C@@H:10]([NH:13][C:14]([C:16]2[C:17]3[CH:24]=[N:23][N:22]([C:25]4[CH:26]=[CH:27][C:28]([F:31])=[CH:29][CH:30]=4)[C:18]=3[CH:19]=[N:20][CH:21]=2)=[O:15])[CH2:11][CH3:12])[CH:7]=[CH:6][N:5]=1)(=[O:1])[CH3:3]. Procedure: To a solution of 1-(4-fluorophenyl)-1H-pyrazolo[3,4-c]pyridine-4-carboxylic acid {(S)-1-[2-(1-hydroxy-ethyl)-pyridin-4-yl]-propyl}-amide (71 mg, 0.17 mmol) in acetone (4 mL) was added MnO2 (147 mg, 1.69 mmol). After 18 hours, the reaction was monitored by HPLC-MS indicating a 1:3 mixture of product to starting material. The mixture was filtered through diatomaceous earth rinsing with acetone (200 mL) and the filtrate was concentrated in vacuo. The residue was diluted with acetone (4 mL) and MnO2... Reactants: C1(CC1)C1=C(C(=NO1)[C@@H]1[C@H](CCCC1)C(F)(F)F)CO ((5-cyclopropyl-3-((1S,2S)-2-(trifluoromethyl)cyclohexyl) isoxazol-4-yl)methanol), CCN(C(C)C)C(C)C (Hunig's base), CS(=O)(=O)Cl (methane sulfonyl chloride). Solvent: O (H2O). Conditions: time 6 hour. The product is ClCC=1C(=NOC1C1CC1)[C@H]1[C@@H](CCCC1)C(F)(F)F (4-(chloromethyl)-5-cyclopropyl-3-((trans)-2-(trifluoromethyl)cyclohexyl)isoxazole). RXN SMILES: [CH:1]1([C:4]2[O:8][N:7]=[C:6]([C@H:9]3[CH2:14][CH2:13][CH2:12][CH2:11][C@@H:10]3[C:15]([F:18])([F:17])[F:16])[C:5]=2[CH2:19]O)[CH2:3][CH2:2]1.CCN(C(C)C)C(C)C.CS([Cl:34])(=O)=O>O>[Cl:34][CH2:19][C:5]1[C:6]([C@@H:9]2[CH2:14][CH2:13][CH2:12][CH2:11][C@H:10]2[C:15]([F:18])([F:17])[F:16])=[N:7][O:8][C:4]=1[CH:1]1[CH2:3][CH2:2]1. Procedure details: A cold (0°C.) solution of (5-cyclopropyl-3-((1S,2S)-2-(trifluoromethyl)cyclohexyl) isoxazol-4-yl)methanol (1.8 g, 6.2 mmol) dichloromethane was treated with Hunig's base (953 μL, 6.8 mmol) followed by methane sulfonyl chloride (508 L, 6.5 mmol). Afte(6 hr of stirring, the reaction was treated with H2O and phases separated. The organic phase was collected, dried (MgSO4), filtered, concentrated, and chromatographed (SiO2, linear gradient, 0-80% EtOAc in Hex) to give the title compound. 1H NMR (400... Starting materials: Cl(=O)(=O)(=O)O (Perchloric acid), O1[C@H]2[C@@H]1C[C@@H]1CC[C@H]3[C@@H]4CC[C@H](C(C)=O)[C@]4(CC([C@@H]3[C@]1(C2)C)=O)C (2α,3α-Epoxy-5α-pregnane-11,20-dione), [S-]C#N.[K+] (potassium thiocyanate), P(=O)(O)(O)OP(=O)(O)OP(=O)(O)OP(=O)(O)O (tetraphosphoric acid). The solvent is O1CCCC1 (tetrahydrofuran), O (water). Conditions: time 2 hour. Product: O[C@H]1C[C@@H]2CC[C@H]3[C@@H]4CC[C@H](C(C)=O)[C@]4(CC([C@@H]3[C@]2(C[C@@H]1SC#N)C)=O)C (3αHydroxy-2β-thiocyanato-5α-pregnane-11,20-dione). As a reaction SMILES: [O:1]1[C@H:3]2[CH2:4][C@H:5]3[C@:20]([CH3:22])([CH2:21][C@@H:2]12)[C@@H:19]1[C@H:8]([C@H:9]2[C@:16]([CH3:24])([CH2:17][C:18]1=[O:23])[C@@H:12]([C:13](=[O:15])[CH3:14])[CH2:11][CH2:10]2)[CH2:7][CH2:6]3.[S-:25][C:26]#[N:27].[K+].P(OP(OP(OP(O)(O)=O)(O)=O)(O)=O)(O)(O)=O.Cl(O)(=O)(=O)=O>O1CCCC1.O>[OH:1][C@@H:3]1[C@@H:2]([S:25][C:26]#[N:27])[CH2:21][C@@:20]2([CH3:22])[C@@H:5]([CH2:6][CH2:7][C@@H:8]3[C@@H:19]2[C:18](=[O:23])[CH2:17][C@@:16]2([CH3:24])[C@H:9]3[CH2:10][CH2:11][C@@H:12]2[C:13](=[O:15])[CH3:14])[CH2:4]1 |f:1.2|. Procedure: 2α,3α-Epoxy-5α-pregnane-11,20-dione (500 mg.) and potassium thiocyanate (2 g.) in dry tetrahydrofuran (40 ml.) were treated with tetraphosphoric acid (about 2 ml.), and the reaction was stirred at room temperature for 2 hours. Perchloric acid (60%, 0.1 ml.) was added, and after a further 30 minutes the solution was diluted with water and extracted with ether. The extract was washed with water, dried over sodium sulphate and evaporated to give a colourless oil which was purified by preparative tl... The solvent is ClC=C(Cl)Cl (trichloroethylene), ClC=C(Cl)Cl (trichloroethylene). Starting materials: CC1(C(=C)N(C2=CC=CC=C21)C)C (1,3-dihydro-1,3,3-trimethyl-2-methyleneindoline), CC(=O)C (acetone), N(=O)C1=C(C=CC2=CC=CC=C12)O (1-nitroso-2-naphthol), N1CCC2=CC=CC=C12 (indoline). Reported procedure: A mixture of 1-nitroso-2-naphthol (17.3 g; 0.10 mol) and indoline (23.8 g; 0.20 mol) in trichloroethylene (150 ml) was heated under reflux for 10 min. A solution of 1,3-dihydro-1,3,3-trimethyl-2-methyleneindoline (17.3 g; 0.1 mol) in trichloroethylene (100 ml) was added in one batch and the resulting mixture heated under reflux for 1 h. The solution was evaporatedand the oily residue treated with acetone to yield 1,3-Dihydro-1,3,3-trimethyl-6'-(2,3-dihydroindol-1-yl)spiro [2H-indole-2,3'-3H-naph... Reaction SMILES: [N:1]([C:3]1[C:12]2[C:7](=[CH:8][CH:9]=[CH:10][CH:11]=2)[CH:6]=[CH:5][C:4]=1[OH:13])=O.[NH:14]1[C:22]2[C:17](=[CH:18][CH:19]=[CH:20][CH:21]=2)[CH2:16][CH2:15]1.[CH3:23][C:24]1([CH3:35])[C:33]2[C:28](=[CH:29][CH:30]=[CH:31][CH:32]=2)[N:27]([CH3:34])[C:25]1=[CH2:26].CC(C)=O>ClC=C(Cl)Cl>[CH3:34][N:27]1[C:25]2([O:13][C:4]3[CH:5]=[C:6]([N:14]4[C:22]5[C:17](=[CH:18][CH:19]=[CH:20][CH:21]=5)[CH2:16][CH2:15]4)[C:7]4[C:12]([C:3]=3[N:1]=[CH:26]2)=[CH:11][CH:10]=[CH:9][CH:8]=4)[C:24]([CH3:35])([CH3:23])[C:33]2[C:28]1=[CH:29][CH:30]=[CH:31][CH:32]=2. Product: CN1C2=CC=CC=C2C(C12C=NC1=C(O2)C=C(C2=CC=CC=C21)N2CCC1=CC=CC=C21)(C)C (1,3-Dihydro-1,3,3-trimethyl-6'-(2,3-dihydroindol-1-yl)spiro [2H-indole-2,3'-3H-naphtho[2,1-b][1,4]oxazine]). Reactants: Fc1ccc(CBr)cc1, COc1ccc2c(c1)C1=C(SCC3(CCNCC3)O1)C(=O)C2=O. Yields the product COc1ccc2c(c1)C1=C(SCC3(CCN(Cc4ccc(F)cc4)CC3)O1)C(=O)C2=O. RXN SMILES: [Br:24][CH2:25][c:26]1[cH:27][cH:28][c:29]([F:32])[cH:30][cH:31]1.[CH3:1][O:2][c:3]1[cH:4][cH:5][c:6]2[c:20]([cH:21]1)[C:10]1=[C:9]([C:8](=[O:22])[C:7]2=[O:23])[S:14][CH2:13][C:12]2([O:11]1)[CH2:15][CH2:16][NH:17][CH2:18][CH2:19]2>>[CH3:1][O:2][c:3]1[cH:4][cH:5][c:6]2[c:20]([cH:21]1)[C:10]1=[C:9]([C:8](=[O:22])[C:7]2=[O:23])[S:14][CH2:13][C:12]2([O:11]1)[CH2:15][CH2:16][N:17]([CH2:25][c:26]1[cH:27][cH:28][c:29]([F:32])[cH:30][cH:31]1)[CH2:18][CH2:19]2.